From a dataset of the Open Reaction Database (ORD), a public repository of structured organic reaction records. describe an organic reaction: reactants, conditions, products, and yield Reactants: O=C([O-])[O-], OCCO, CN(C)CCN, Cl, [K+], [K+], CCOC(=O)c1nc(N)sc1-c1ccccn1, O. The product is CN(C)CCNC(=O)c1nc(N)sc1-c1ccccn1. Reaction SMILES: [C:25](=[O:26])([O-:27])[O-:28].[CH2:31]([OH:32])[CH2:33][OH:34].[CH3:18][N:19]([CH2:20][CH2:21][NH2:22])[CH3:23].[ClH:24].[K+:29].[K+:30].[NH2:1][c:2]1[s:3][c:4](-[c:12]2[n:13][cH:14][cH:15][cH:16][cH:17]2)[c:5]([C:7]([O:9][CH2:8][CH3:10])=[O:11])[n:6]1.[OH2:35]>>[NH2:1][c:2]1[s:3][c:4](-[c:12]2[n:13][cH:14][cH:15][cH:16][cH:17]2)[c:5]([C:7](=[O:9])[NH:22][CH2:21][CH2:20][N:19]([CH3:18])[CH3:23])[n:6]1. The reactants are CC1=C(C(=O)NC2=CC=CC=3CCCCC23)C=CC=C1 (2-Methyl-N-(5,6,7,8-tetrahydro-naphthalen-1-yl)-benzamide), ClS(=O)(=O)O (chlorosulfonic acid), ice water. Run at temperature 25 celsius. Product: CC1=C(C(=O)NC2=CC(=CC=3CCCCC23)S(=O)(=O)Cl)C=CC=C1 (4-(2-Methyl-benzoylamino)-5,6,7,8-tetrahydro-naphthalene-2-sulfonyl chloride). Reaction SMILES: [CH3:1][C:2]1[CH:20]=[CH:19][CH:18]=[CH:17][C:3]=1[C:4]([NH:6][C:7]1[C:16]2[CH2:15][CH2:14][CH2:13][CH2:12][C:11]=2[CH:10]=[CH:9][CH:8]=1)=[O:5].[Cl:21][S:22](O)(=[O:24])=[O:23]>>[CH3:1][C:2]1[CH:20]=[CH:19][CH:18]=[CH:17][C:3]=1[C:4]([NH:6][C:7]1[C:16]2[CH2:15][CH2:14][CH2:13][CH2:12][C:11]=2[CH:10]=[C:9]([S:22]([Cl:21])(=[O:24])=[O:23])[CH:8]=1)=[O:5]. Procedure: To neat amide (58), at 0° C., was added chlorosulfonic acid (5 eq) dropwise. The temperature was allowed to warm to 25° C. and then heated at 70° C. for 45 minutes. After cooling to 25° C., the reaction mixture was poured into ice water, and the resultant precipitate was collected by filtration to give the title compound as a solid. The product (mixture of regioisomers) was used without further purification. Reactants: Formula 108, NC(C(C)C)C1=NC2=NC=CN=C2C(N1CC1=CC=CC=C1)=O (2-(1-amino-2-methyl-propyl)-3-benzyl-3H-pteridin-4-one), [BH-](OC(=O)C)(OC(=O)C)OC(=O)C.[Na+] (Na(OAc)3BH), C(C)(C)(C)OC(NCCC=O)=O (t-butyl-N-(3-oxopropyl)-carbamate). Solvent: ClCCl (dichloromethane), ClCCl (dichloromethane). Conditions: time 3 hour. Yields the product Formula 108, C(C)(C)(C)OC(NCCCNC(C(C)C)C1=NC2=NC=CN=C2C(N1CC1=CC=CC=C1)=O)=O ({3-[1-(3-benzyl-4-oxo-3,4-dihydro-pteridin-2-yl)-2-methyl-propylamino]-propyl}-carbamic acid tert-butyl ester). Isolated yield 97.8%. Reaction SMILES: [NH2:1][CH:2]([C:6]1[N:15]([CH2:16][C:17]2[CH:22]=[CH:21][CH:20]=[CH:19][CH:18]=2)[C:14](=[O:23])[C:13]2[C:8](=[N:9][CH:10]=[CH:11][N:12]=2)[N:7]=1)[CH:3]([CH3:5])[CH3:4].[BH-](OC(C)=O)(OC(C)=O)OC(C)=O.[Na+].[C:38]([O:42][C:43](=[O:49])[NH:44][CH2:45][CH2:46][CH:47]=O)([CH3:41])([CH3:40])[CH3:39]>ClCCl>[C:38]([O:42][C:43](=[O:49])[NH:44][CH2:45][CH2:46][CH2:47][NH:1][CH:2]([C:6]1[N:15]([CH2:16][C:17]2[CH:22]=[CH:21][CH:20]=[CH:19][CH:18]=2)[C:14](=[O:23])[C:13]2[C:8](=[N:9][CH:10]=[CH:11][N:12]=2)[N:7]=1)[CH:3]([CH3:5])[CH3:4])([CH3:41])([CH3:40])[CH3:39] |f:1.2|. Reported procedure: Formula 108 where R2 and R3 are H; R5 is Benzyl; R6 is Isopropyl; R6′ is H; R7is 3-Boc-amino-propyl-; X and Y are —C═; and W and Z are —N═: To a solution of dichloromethane (100 mL), 2-(1-amino-2-methyl-propyl)-3-benzyl-3H-pteridin-4-one (780 mg, 2.52 mmol) and Na(OAc)3BH (1.07 g, 5.04 mmol) was added t-butyl-N-(3-oxopropyl)-carbamate (611 mg, 3.53 mmol) at room temperature. The reaction mixture was stirred at room temperature for 3 hours, diluted with 100 mL of dichloromethane, washed with satu...